This data is from the Open Reaction Database (ORD), a public repository of structured organic reaction records. The task is: describe an organic reaction: reactants, conditions, products, and yield Starting materials: [BH4-].[Na+] (sodium borohydride), NC1=CC=C(CP(OC)(OC)=O)C=C1 (Dimethyl 4-aminobenzylphosphonate), C=O (paraformaldehyde), C[O-].[Na+] (sodium methoxide). The solvent is CO (methanol). Reaction conditions: time 15 hour. Yields the product CNC1=CC=C(CP(OC)(OC)=O)C=C1 (dimethyl 4-methylaminobenzylphosphonate). The yield is 12.7%. Reaction SMILES: [NH2:1][C:2]1[CH:14]=[CH:13][C:5]([CH2:6][P:7](=[O:12])([O:10][CH3:11])[O:8][CH3:9])=[CH:4][CH:3]=1.[CH2:15]=O.C[O-].[Na+].[BH4-].[Na+]>CO>[CH3:15][NH:1][C:2]1[CH:14]=[CH:13][C:5]([CH2:6][P:7](=[O:12])([O:8][CH3:9])[O:10][CH3:11])=[CH:4][CH:3]=1 |f:2.3,4.5|. Procedure: Dimethyl 4-aminobenzylphosphonate (21.5 g) and then paraformaldehyde (80%, 5.3 g) were added at room temperature to a solution of sodium methoxide in methanol (prepared from 27 g of sodium and 250 ml of methanol). After this mixture was stirred at room temperature for 15 hours, sodium borohydride (3.8 g) was added, and the mixture was heated for 1.5 hours while refluxing. The reaction mixture was concentrated under reduced pressure and then the residue was treated with 1NKOH (500 ml) and extract... Starting materials: Cc1cccc(-c2nn3ccccc3c2-c2ccnc3cc(Br)ccc23)n1, C=CC(=O)OC, CC(=O)[O-], CC(=O)[O-], Cc1ccccc1, CN(C)C=O, [Pd+2], Cc1ccccc1P(c1ccccc1C)c1ccccc1C. The product is COC(=O)C=Cc1ccc2c(-c3c(-c4cccc(C)n4)nn4ccccc34)ccnc2c1. As a reaction SMILES: [Br:1][c:2]1[cH:3][cH:4][c:5]2[c:6](-[c:12]3[c:13](-[c:21]4[n:22][c:23]([CH3:27])[cH:24][cH:25][cH:26]4)[n:14][n:15]4[c:16]3[cH:17][cH:18][cH:19][cH:20]4)[cH:7][cH:8][n:9][c:10]2[cH:11]1.[C:50]([CH:51]=[CH2:52])(=[O:53])[O:54][CH3:55].[C:63]([O-:64])(=[O:65])[CH3:66].[C:68]([O-:69])(=[O:70])[CH3:71].[CH3:56][c:57]1[cH:58][cH:59][cH:60][cH:61][cH:62]1.[O:72]=[CH:73][N:74]([CH3:75])[CH3:76].[Pd+2:67].[c:28]1([CH3:29])[cH:30][cH:31][cH:32][cH:33][c:34]1[P:35]([c:36]1[cH:37][cH:38][cH:39][cH:40][c:41]1[CH3:42])[c:43]1[cH:44][cH:45][cH:46][cH:47][c:48]1[CH3:49]>>[c:2]1([CH:52]=[CH:51][C:50](=[O:53])[O:54][CH3:55])[cH:3][cH:4][c:5]2[c:6](-[c:12]3[c:13](-[c:21]4[n:22][c:23]([CH3:27])[cH:24][cH:25][cH:26]4)[n:14][n:15]4[c:16]3[cH:17][cH:18][cH:19][cH:20]4)[cH:7][cH:8][n:9][c:10]2[cH:11]1. Reactants: N#CCCOC(=O)ON1C(=O)CCC1=O, CC#N, CCOC(C)=O, COc1ccc(C(OCC2OC(n3cnc4c(N)ncnc43)C(OCCCCCN)C2O)(c2ccccc2)c2ccc(OC)cc2)cc1. The product is COc1ccc(C(OCC2OC(n3cnc4c(N)ncnc43)C(OCCCCCNC(=O)OCCC#N)C2O)(c2ccccc2)c2ccc(OC)cc2)cc1. As a reaction SMILES: [C:49](#[N:50])[CH2:51][CH2:52][O:53][C:54](=[O:55])[O:56][N:57]1[C:58](=[O:59])[CH2:60][CH2:61][C:62]1=[O:63].[CH3:64][C:65]#[N:66].[CH3:67][CH2:68][O:69][C:70]([CH3:71])=[O:72].[NH2:1][CH2:2][CH2:3][CH2:4][CH2:5][CH2:6][O:7][CH:8]1[CH:9]([n:39]2[cH:40][n:41][c:42]3[c:43]([NH2:44])[n:45][cH:46][n:47][c:48]23)[O:10][CH:11]([CH2:14][O:15][C:16]([c:17]2[cH:18][cH:19][c:20]([O:23][CH3:24])[cH:21][cH:22]2)([c:25]2[cH:26][cH:27][c:28]([O:31][CH3:32])[cH:29][cH:30]2)[c:33]2[cH:34][cH:35][cH:36][cH:37][cH:38]2)[CH:12]1[OH:13]>>[NH:1]([CH2:2][CH2:3][CH2:4][CH2:5][CH2:6][O:7][CH:8]1[CH:9]([n:39]2[cH:40][n:41][c:42]3[c:43]([NH2:44])[n:45][cH:46][n:47][c:48]23)[O:10][CH:11]([CH2:14][O:15][C:16]([c:17]2[cH:18][cH:19][c:20]([O:23][CH3:24])[cH:21][cH:22]2)([c:25]2[cH:26][cH:27][c:28]([O:31][CH3:32])[cH:29][cH:30]2)[c:33]2[cH:34][cH:35][cH:36][cH:37][cH:38]2)[CH:12]1[OH:13])[C:54]([O:53][CH2:52][CH2:51][C:49]#[N:50])=[O:55]. Reactants: [BH4-], CC(=O)O, Cc1cc(C(=O)N2Cc3cnn(C)c3Nc3ccccc32)ccc1CCC(=O)N1CCC(=O)CC1, CO, [Na+]. Product: Cc1cc(C(=O)N2Cc3cnn(C)c3Nc3ccccc32)ccc1CCC(=O)N1CCC(O)CC1. As a reaction SMILES: [BH4-:1].[C:38]([OH:39])(=[O:40])[CH3:41].[CH3:3][c:4]1[c:5]([CH2:27][CH2:28][C:29](=[O:30])[N:31]2[CH2:32][CH2:33][C:34](=[O:37])[CH2:35][CH2:36]2)[cH:6][cH:7][c:8]([C:10](=[O:11])[N:12]2[c:13]3[c:14]([cH:23][cH:24][cH:25][cH:26]3)[NH:15][c:16]3[n:17]([CH3:22])[n:18][cH:19][c:20]3[CH2:21]2)[cH:9]1.[CH3:42][OH:43].[Na+:2]>>[CH3:3][c:4]1[c:5]([CH2:27][CH2:28][C:29](=[O:30])[N:31]2[CH2:32][CH2:33][CH:34]([OH:37])[CH2:35][CH2:36]2)[cH:6][cH:7][c:8]([C:10](=[O:11])[N:12]2[c:13]3[c:14]([cH:23][cH:24][cH:25][cH:26]3)[NH:15][c:16]3[n:17]([CH3:22])[n:18][cH:19][c:20]3[CH2:21]2)[cH:9]1.